From a dataset of the Open Reaction Database (ORD), a public repository of structured organic reaction records. describe an organic reaction: reactants, conditions, products, and yield Reactants: COC=1C=C(CN2C=NC=C2)C=CC1 (1-(3-methoxybenzyl)-imidazole), CC(C=O)(CC=C)C (2,2-dimethyl-4-pentenaldehyde), CN(C)CCN(C)C (TMEDA), C(CCC)[Li].CCCCCC (n-butyllithium hexane). Product: CC(C(C(C1=CC(=CC=C1)OC)N1C=NC=C1)O)(CC=C)C (3,3-dimethyl-1-(1-imidazolyl)-1-(3-methoxyphenyl)5-hexen-2-ol). Procedure: 7.52 g (40 mmol) of 1-(3-methoxybenzyl)-imidazole and 4.65 g (40 mmol) of TMEDA in 80 ml of absolute THF were metallized using 53.5 ml of 1.5 molar n-butyllithium/hexane solution according to the procedure described in Example 19, and the product was reacted with 5.00 g of 90% purity (≅40 mmol) 2,2-dimethyl-4-pentenaldehyde. Work-up was effected analogously to that in Example 19. The extract residue (12.2 g) was chromatographed as described in Example 19 on a silica gel S/CH2Cl2 column (φ 3.5 cm... Yield: 6.4%. Run in C1CCOC1 (THF). As a reaction SMILES: [CH3:1][O:2][C:3]1[CH:4]=[C:5]([CH:12]=[CH:13][CH:14]=1)[CH2:6][N:7]1[CH:11]=[CH:10][N:9]=[CH:8]1.CN(CCN(C)C)C.C([Li])CCC.CCCCCC.[CH3:34][C:35]([CH3:41])([CH2:38][CH:39]=[CH2:40])[CH:36]=[O:37]>C1COCC1>[CH3:34][C:35]([CH3:41])([CH2:38][CH:39]=[CH2:40])[CH:36]([OH:37])[CH:6]([N:7]1[CH:11]=[CH:10][N:9]=[CH:8]1)[C:5]1[CH:12]=[CH:13][CH:14]=[C:3]([O:2][CH3:1])[CH:4]=1 |f:2.3|.